Dataset: the Open Reaction Database (ORD), a public repository of structured organic reaction records. Task: describe an organic reaction: reactants, conditions, products, and yield Starting materials: C(=S)=S (carbon disulfide), Cl (HCl), BrCCC=C(F)F (1-bromo-4,4-difluorobut-3-ene), C([O-])([O-])=O.[K+].[K+] (potassium carbonate), CC(C)=NO (acetone oxime), C(CCC)[Li] (n-butyl lithium), solution, Cl (HCl). Solvent: CC(=O)C (acetone), O1CCCC1 (tetrahydrofuran), hexanes, C(C)(=O)OCC (ethyl acetate). Run at temperature 0 celsius, time 30 minute. Yields the product FC(=CCCSN1OC=CC1C)F (2-(4,4-difluorobut-3-enylthio)-3-methylisoxazole). As a reaction SMILES: [CH3:1][C:2](=[N:4][OH:5])[CH3:3].[CH2:6]([Li])CCC.Cl.BrC[CH2:14][CH:15]=[C:16]([F:18])[F:17].C(=O)([O-])[O-].[K+].[K+].[C:25](=[S:27])=S>O1CCCC1.CC(C)=O.C(OCC)(=O)C>[F:17][C:16]([F:18])=[CH:15][CH2:14][CH2:25][S:27][N:4]1[CH:2]([CH3:3])[CH:1]=[CH:6][O:5]1 |f:4.5.6|. Procedure: To a stirred solution of acetone oxime (0.365 g) in dry tetrahydrofuran (20 cm3) at 0° C. under nitrogen was added n-butyl lithium (4.6 cm3 of a 2.5M solution in hexanes) resulting in formation of a pale yellow precipitate. After stirring at 0° C. for 30 minutes, carbon disulfide (0.3 cm3) was added producing a bright orange solution. After a further 10 minutes, 3M HCl (20 cm3) was added and the reaction was heated under reflux for 3 hours and then cooled. The layers were separated and the aqueo...